Dataset: the Open Reaction Database (ORD), a public repository of structured organic reaction records. Task: describe an organic reaction: reactants, conditions, products, and yield Starting materials: CCOc1cc(S(C)(=O)=O)ccc1C(=O)Cl, CCOc1cc(C(C)(C)C)ccc1C1=NC(C)(c2ccc(Cl)cc2)C(C)(c2ccc(Cl)cc2)N1. Product: CCOc1cc(S(C)(=O)=O)ccc1C1=NC(C)(c2ccc(Cl)cc2)C(C)(c2ccc(Cl)cc2)N1. Reaction SMILES: [CH2:1]([CH3:2])[O:3][c:4]1[c:5]([C:6]([Cl:7])=[O:8])[cH:9][cH:10][c:11]([S:13](=[O:14])(=[O:15])[CH3:16])[cH:12]1.[Cl:17][c:18]1[cH:19][cH:20][c:21]([C:24]2([CH3:50])[N:25]=[C:26]([c:37]3[cH:38][cH:39][c:40]([C:41]([CH3:42])([CH3:43])[CH3:44])[cH:45][c:46]3[O:47][CH2:48][CH3:49])[NH:27][C:28]2([CH3:29])[c:30]2[cH:31][cH:32][c:33]([Cl:36])[cH:34][cH:35]2)[cH:22][cH:23]1>>[CH2:1]([CH3:2])[O:3][c:4]1[c:5]([C:6]2=[N:25][C:24]([c:21]3[cH:20][cH:19][c:18]([Cl:17])[cH:23][cH:22]3)([CH3:50])[C:28]([CH3:29])([c:30]3[cH:31][cH:32][c:33]([Cl:36])[cH:34][cH:35]3)[NH:27]2)[cH:9][cH:10][c:11]([S:13](=[O:14])(=[O:15])[CH3:16])[cH:12]1. Starting materials: COCCCNC(COC1=CC=C(C=C1)CCN(CC(COC1=CC=CC=C1)O)CC1=CC=CC=C1)=O (N-3- Methoxypropyl 4-[2-(N-benzyl-N-(2-hydroxy-3-phenoxypropyl)amino)ethyl]phenoxyacetamide), Cl (hydrogen chloride). Reagents/catalysts: [Pd] (Palladium on carbon). Solvent: CO (methanol). Run at time 4 hour. Product: COCCCNC(COC1=CC=C(C=C1)CCNCC(COC1=CC=CC=C1)O)=O (N-3- methoxypropyl 4-[2-(2-hydroxy-3-phenoxypropyl-amino)ethyl]phenoxyacetamide). The yield is 33.8%. Reaction SMILES: [CH3:1][O:2][CH2:3][CH2:4][CH2:5][NH:6][C:7](=[O:37])[CH2:8][O:9][C:10]1[CH:15]=[CH:14][C:13]([CH2:16][CH2:17][N:18](CC2C=CC=CC=2)[CH2:19][CH:20]([OH:29])[CH2:21][O:22][C:23]2[CH:28]=[CH:27][CH:26]=[CH:25][CH:24]=2)=[CH:12][CH:11]=1.Cl>CO.[Pd]>[CH3:1][O:2][CH2:3][CH2:4][CH2:5][NH:6][C:7](=[O:37])[CH2:8][O:9][C:10]1[CH:15]=[CH:14][C:13]([CH2:16][CH2:17][NH:18][CH2:19][CH:20]([OH:29])[CH2:21][O:22][C:23]2[CH:28]=[CH:27][CH:26]=[CH:25][CH:24]=2)=[CH:12][CH:11]=1. Procedure details: N-3- Methoxypropyl 4-[2-(N-benzyl-N-(2-hydroxy-3-phenoxypropyl)amino)ethyl]phenoxyacetamide (2.7g) was dissolved in methanol (130 ml) and acidified to pH3 with an ethereal solution of hydrogen chloride. 10% Palladium on carbon (440 mg) was added and the mixture stirred under an atmosphere of hydrogen for 4 hours. The mixture was filtered through diatomaceous earth and the filtrate evaporated to give a crude product, which was purified by chromatography on K60 silica (55 g) using 10% methanol in ... Starting materials: CC=1C(=CC=2C(CCC(C2C1)(C)C)(C)C)B(O)O (3,5,5,8,8-pentamethyl-5,6,7,8-tetrahydro-2-naphthylboronic acid), BrC1=CC=C(S1)C=O (5-bromo-2-thiophenecarboxaldehyde), aldehyde. The product is CC=1C(=CC=2C(CCC(C2C1)(C)C)(C)C)C1=CC=C(S1)C=O (5-(3,5,5,8,8-Pentamethyl-5,6,7,8-tetrahydro-2-naphthyl)-2-thiophenecarboxaldehyde). Reaction SMILES: [CH3:1][C:2]1[C:3](B(O)O)=[CH:4][C:5]2[C:6]([CH3:15])([CH3:14])[CH2:7][CH2:8][C:9]([CH3:13])([CH3:12])[C:10]=2[CH:11]=1.Br[C:20]1[S:24][C:23]([CH:25]=[O:26])=[CH:22][CH:21]=1>>[CH3:1][C:2]1[C:3]([C:20]2[S:24][C:23]([CH:25]=[O:26])=[CH:22][CH:21]=2)=[CH:4][C:5]2[C:6]([CH3:15])([CH3:14])[CH2:7][CH2:8][C:9]([CH3:13])([CH3:12])[C:10]=2[CH:11]=1. Procedure: In a similar manner to Example 3(b), by reaction of 4.2 g (17 mmol) of 3,5,5,8,8-pentamethyl-5,6,7,8-tetrahydro-2-naphthylboronic acid with 2.17 g (11.3 mmol) of 5-bromo-2-thiophenecarboxaldehyde, 2.1 g (60%) of the expected aldehyde are obtained, with a melting point of 130-5° C.